From a dataset of the Open Reaction Database (ORD), a public repository of structured organic reaction records. describe an organic reaction: reactants, conditions, products, and yield Reactants: CC(=O)[O-], CC(=O)[O-], CC(C)(C)[O-], O=C(O)c1cc(Cl)ccc1[N+](=O)[O-], [Cu+2], [K+], CN(C)C=O. Yields the product Nc1cc(Cl)cc(C(=O)O)c1[N+](=O)[O-]. Reaction SMILES: [C:25]([O-:26])(=[O:27])[CH3:28].[C:30]([O-:31])(=[O:32])[CH3:33].[CH3:1][C:2]([CH3:3])([O-:4])[CH3:5].[Cl:7][c:8]1[cH:9][cH:10][c:11]([N+:17](=[O:18])[O-:19])[c:12]([C:13](=[O:14])[OH:15])[cH:16]1.[Cu+2:29].[K+:6].[O:20]=[CH:21][N:22]([CH3:23])[CH3:24]>>[Cl:7][c:8]1[cH:9][c:10]([NH2:22])[c:11]([N+:17](=[O:18])[O-:19])[c:12]([C:13](=[O:14])[OH:15])[cH:16]1. Reactants: solution, C1(=CC(=CC=C1)[Mg]Cl)C (m-tolylmagnesium chloride), C1=CC=CC=2C3=CC=CC=C3C(C12)=O (9-fluorenone), C(C)OCC (diethyl ether). The solvent is O1CCCC1 (tetrahydrofuran), O1CCCC1 (tetrahydrofuran). Run at temperature 0 celsius. The product is CC=1C=C(C=CC1)C1(C2=CC=CC=C2C=2C=CC=CC12)O (9-(3-Methylphenyl)-9H-fluoren-9-ol). Yield: 89.0%. As a reaction SMILES: [C:1]1([CH3:9])[CH:6]=[CH:5][CH:4]=[C:3]([Mg]Cl)[CH:2]=1.[CH:10]1[C:22]2[C:21](=[O:23])[C:20]3[C:15](=[CH:16][CH:17]=[CH:18][CH:19]=3)[C:14]=2[CH:13]=[CH:12][CH:11]=1.C(OCC)C>O1CCCC1>[CH3:9][C:1]1[CH:2]=[C:3]([C:21]2([OH:23])[C:20]3[CH:19]=[CH:18][CH:17]=[CH:16][C:15]=3[C:14]3[C:22]2=[CH:10][CH:11]=[CH:12][CH:13]=3)[CH:4]=[CH:5][CH:6]=1. Reported procedure: A 1.0 M solution of m-tolylmagnesium chloride in tetrahydrofuran (10 mL, 10 mmol) (Aldrich) was added dropwise to a solution of 9-fluorenone (1.8 g, 10 mmol) (Aldrich) in anhydrous tetrahydrofuran (5 mL) with stirring under argon at 0° C. The mixture was stirred at room temperature for 1 h, anhydrous diethyl ether (20 mL) was added and the formed precipitate was filtered and dissolved in chloroform (50 mL). The chloroform solution was washed with a saturated solution of ammonium chloride (10 mL)...